The task is: describe an organic reaction: reactants, conditions, products, and yield. This data is from the Open Reaction Database (ORD), a public repository of structured organic reaction records. Yields the product ClC1=C(OCCCC(=O)O)C=CC(=C1)C12CC3CC(CC(C1)C3)C2 (4-[2-Chloro-4-(1-adamantyl)-phenoxy]-butyric acid). Reaction SMILES: [Cl:1]N1C(=O)CCC1=O.[C:9]12([C:19]3[CH:31]=[CH:30][C:22]([O:23][CH2:24][CH2:25][CH2:26][C:27]([OH:29])=[O:28])=[CH:21][CH:20]=3)[CH2:18][CH:13]3[CH2:14][CH:15]([CH2:17][CH:11]([CH2:12]3)[CH2:10]1)[CH2:16]2>CN(C)C=O>[Cl:1][C:30]1[CH:31]=[C:19]([C:9]23[CH2:10][CH:11]4[CH2:12][CH:13]([CH2:14][CH:15]([CH2:17]4)[CH2:16]2)[CH2:18]3)[CH:20]=[CH:21][C:22]=1[O:23][CH2:24][CH2:25][CH2:26][C:27]([OH:29])=[O:28]. Procedure: 3.22 g of N-chlorosuccinimide are added to a solution of 7 g of 4-[4-(1-adamantyl)-phenoxy]-butyric acid in 40 ml of absolute dimethylformamide whilst stirring in a anhydrous atmosphere at 0° C. The mixture is then stirred for a further 15 minutes at 0° C, 30 minutes at about 25° C and 9 hours at 50° C. The reaction solution is cooled to 0° C, filtered and treated with 40 ml of ice water. The precipitate formed is filtered off and washed with ice water. It is then recrystallised twice from ethan... Reaction conditions: temperature 0 celsius. The reactants are ClN1C(CCC1=O)=O (N-chlorosuccinimide), C12(CC3CC(CC(C1)C3)C2)C2=CC=C(OCCCC(=O)O)C=C2 (4-[4-(1-adamantyl)-phenoxy]-butyric acid). Solvent: CN(C=O)C (dimethylformamide).